From a dataset of the Open Reaction Database (ORD), a public repository of structured organic reaction records. describe an organic reaction: reactants, conditions, products, and yield Procedure details: The starting material is prepared as follows: 4.0 g of (S,S)-2,4-dibenzylglutaric anhydride is refluxed in 40 ml of ethanol:toluene (3:2) overnight. The reaction mixture is concentrated to yield 4-ethoxycarbonyl-(S,S)-2,4-dibenzylbutyric acid as an oil. Oxalyl chloride (3.5 ml) is added to the solution of 4.5 g of 4-ethoxycarbonyl-(S,S)-2,4-dibenzylbutyric acid in 10 ml of methylene chloride. The mixture is stirred at room temperature overnight and evaporated to yield 4-ethoxycarbonyl-(S,S)-2,4-... Reaction SMILES: [CH2:1]([C@@H:8]1[CH2:14][C@@H:13]([CH2:15][C:16]2[CH:21]=[CH:20][CH:19]=[CH:18][CH:17]=2)[C:12](=[O:22])[O:11][C:9]1=[O:10])[C:2]1[CH:7]=[CH:6][CH:5]=[CH:4][CH:3]=1.[CH2:23]([OH:25])[CH3:24].C1(C)C=CC=CC=1>>[CH2:23]([O:25][C:12]([C@H:13]([CH2:15][C:16]1[CH:17]=[CH:18][CH:19]=[CH:20][CH:21]=1)[CH2:14][C@@H:8]([CH2:1][C:2]1[CH:3]=[CH:4][CH:5]=[CH:6][CH:7]=1)[C:9]([OH:11])=[O:10])=[O:22])[CH3:24] |f:1.2|. The reactants are C(C1=CC=CC=C1)[C@H]1C(=O)OC([C@@H](C1)CC1=CC=CC=C1)=O ((S,S)-2,4-dibenzylglutaric anhydride), C(C)O.C1(=CC=CC=C1)C (ethanol toluene). Yields the product C(C)OC(=O)[C@@H](C[C@H](C(=O)O)CC1=CC=CC=C1)CC1=CC=CC=C1 (4-ethoxycarbonyl-(S,S)-2,4-dibenzylbutyric acid). As a reaction SMILES: [C:1]([O:2][C:3](=[O:4])[N:8]1[CH:9]([CH2:13][O:14][c:15]2[cH:16][cH:17][c:18]([O:21][c:22]3[cH:23][cH:24][c:25](-[n:28]4[n:29][cH:30][n:31][cH:32]4)[cH:26][cH:27]3)[cH:19][cH:20]2)[CH2:10][CH2:11][CH2:12]1)([CH3:5])([CH3:6])[CH3:7].[ClH:33].[O:34]1[CH2:35][CH2:36][O:37][CH2:38][CH2:39]1>>[ClH:33].[NH:8]1[CH:9]([CH2:13][O:14][c:15]2[cH:16][cH:17][c:18]([O:21][c:22]3[cH:23][cH:24][c:25](-[n:28]4[n:29][cH:30][n:31][cH:32]4)[cH:26][cH:27]3)[cH:19][cH:20]2)[CH2:10][CH2:11][CH2:12]1. Starting materials: CC(C)(C)OC(=O)N1CCCC1COc1ccc(Oc2ccc(-n3cncn3)cc2)cc1, Cl, C1COCCO1. Yields the product Cl, c1ncn(-c2ccc(Oc3ccc(OCC4CCCN4)cc3)cc2)n1. The reactants are C(C)(=O)N1C=CC(C=C1)=CC(C)=O (1-acetyl-4(acetylmethylidene)-1,4-dihydropyridine). Run in C(C)O (ethanol). Product: N1=CC=C(C=C1)CC(C)=O (1-(4-pyridinyl)-2-propanone). Isolated yield 98.3%. As a reaction SMILES: C([N:4]1[CH:9]=[CH:8][C:7](=[CH:10][C:11](=[O:13])[CH3:12])[CH:6]=[CH:5]1)(=O)C>C(O)C>[N:4]1[CH:9]=[CH:8][C:7]([CH2:10][C:11](=[O:13])[CH3:12])=[CH:6][CH:5]=1. Procedure details: To 20 g of 1-acetyl-4(acetylmethylidene)-1,4-dihydropyridine was added 30 ml ethanol and the mixture refluxed 4 to 8 hours. Upon removal of solvent, 15 g of 1-(4-pyridinyl)-2-propanone was obtained as a light yellow oil. Starting materials: [Na] (Sodium), CCN(C(C)C)C(C)C (DIPEA), OC(=O)C(F)(F)F.FC1=C(OC2CCN(CC2)C=2N=C3C(=NC2NC(C)C)CNCC3)C=CC(=C1)OC (2-(4-(2-fluoro-4-methoxyphenoxy)piperidin-1-yl)-N-isopropyl-5,6,7,8-tetrahydropyrido[3,4-b]pyrazin-3-amine TFA salt), C=O (formaldehyde). The solvent is CO (MeOH). Conditions: time 30 minute. Product: FC1=C(OC2CCN(CC2)C=2N=C3C(=NC2NC(C)C)CN(CC3)C)C=CC(=C1)OC (2-(4-(2-fluoro-4-methoxyphenoxy)piperidin-1-yl)-N-isopropyl-6-methyl-5,6,7,8-tetrahydropyrido[3,4-b]pyrazin-3-amine), C(=O)(C(F)(F)F)O (TFA). Yield: 461.4%. Reaction SMILES: [Na].[CH3:2]CN(C(C)C)C(C)C.[OH:11][C:12]([C:14]([F:17])([F:16])[F:15])=[O:13].[F:18][C:19]1[CH:45]=[C:44]([O:46][CH3:47])[CH:43]=[CH:42][C:20]=1[O:21][CH:22]1[CH2:27][CH2:26][N:25]([C:28]2[N:29]=[C:30]3[CH2:41][CH2:40][NH:39][CH2:38][C:31]3=[N:32][C:33]=2[NH:34][CH:35]([CH3:37])[CH3:36])[CH2:24][CH2:23]1.C=O>CO>[F:18][C:19]1[CH:45]=[C:44]([O:46][CH3:47])[CH:43]=[CH:42][C:20]=1[O:21][CH:22]1[CH2:23][CH2:24][N:25]([C:28]2[N:29]=[C:30]3[CH2:41][CH2:40][N:39]([CH3:2])[CH2:38][C:31]3=[N:32][C:33]=2[NH:34][CH:35]([CH3:37])[CH3:36])[CH2:26][CH2:27]1.[C:12]([OH:13])([C:14]([F:17])([F:16])[F:15])=[O:11] |f:2.3,^1:0|. Procedure: Sodium triacetoxyhydroborate (9.7 mg, 0.046 mmol) was added to a solution of DIPEA (8 μL, 0.046 mmol), 2-(4-(2-fluoro-4-methoxyphenoxy)piperidin-1-yl)-N-isopropyl-5,6,7,8-tetrahydropyrido[3,4-b]pyrazin-3-amine TFA salt (12.1 mg, 0.023 mmol) and formaldehyde (1.9 μL, 0.023 mmol) in MeOH (229 μL) at rt. After 30 min, the mixture was purified by HPLC Method A to give the title compound as a TFA salt (12.1 mg, 97%) as a yellow film. 1H NMR (400 MHz, methanol-d4) δ ppm 1.24 (d, J=6.3 Hz, 6H), 1.88-1.... Starting materials: O (water), C(CN)N (Ethylenediamine), C[Al](C)C (AlMe3), NC1=CC=C(C=C1)CCCC(=O)OC (methyl 4-(4-aminophenyl)butanoate). Run in CO (CH3OH), C(Cl)Cl (DCM), C1(=CC=CC=C1)C (Toluene). Reaction conditions: time 10 minute. The product is N1C(=NCC1)CCCC1=CC=C(N)C=C1 (4-(3-(4,5-dihydro-1H-imidazol-2-yl)propyl)aniline). Yield: 95.0%. As a reaction SMILES: [CH2:1]([NH2:4])[CH2:2][NH2:3].C[Al](C)C.[NH2:9][C:10]1[CH:15]=[CH:14][C:13]([CH2:16][CH2:17][CH2:18][C:19](OC)=O)=[CH:12][CH:11]=1.O>C1(C)C=CC=CC=1.CO.C(Cl)Cl>[NH:3]1[CH2:2][CH2:1][N:4]=[C:19]1[CH2:18][CH2:17][CH2:16][C:13]1[CH:12]=[CH:11][C:10]([NH2:9])=[CH:15][CH:14]=1. Procedure details: Ethylenediamine (6.23 mL, 93.1 mmol) was added dropwise to a stirred solution of AlMe3/Tol (58 mL, 2M), so that the temperature did not exceed −20° C. The reaction mixture was stirred at room temperature for 10 min, then to the mixture was added dropwise a solution of the compound 27 (4.5 g, 23.3 mmol) in Toluene (290 mL). The reaction mixture was stirred at 120° C. for overnight. After cooling, the solution was treated dropwise with water, diluted DCM and CH3OH and filtered with over MgSO4. The... Reactants: C(C)(C)N(C(CN1C2=C(N3C(=NN=C3CC1=O)C1=CC=CC=C1)C=CC=C2)=O)C2=CC=CC=C2 (N-isopropyl-2-(5-oxo-1-phenyl-4,5-dihydro-2,3,6,10b-tetraaza-benzo[e]azulen-6-yl)-N-phenyl-acetamide), C(C)(C)(C)OC(=O)N1N=C(C2=CC=CC=C12)CBr (3-bromomethyl-indazole-1-carboxylic acid tert-butyl ester). Yields the product C(C)(C)(C)OC(=O)N1N=C(C2=CC=CC=C12)CC1C(N(C2=C(N3C(=NN=C13)C1=CC=CC=C1)C=CC=C2)CC(N(C2=CC=CC=C2)C(C)C)=O)=O (3-{6-[(isopropyl-phenyl-carbamoyl)-methyl]-5-oxo-1-phenyl-5,6-dihydro-4H-2,3,6,10b-tetraaza-benzo[e]azulen-4-ylmethyl}-indazole-1-carboxylic acid tert-butyl ester). The yield is 63.0%. As a reaction SMILES: [CH:1]([N:4]([C:29]1[CH:34]=[CH:33][CH:32]=[CH:31][CH:30]=1)[C:5](=[O:28])[CH2:6][N:7]1[C:16](=[O:17])[CH2:15][C:14]2[N:10]([C:11]([C:18]3[CH:23]=[CH:22][CH:21]=[CH:20][CH:19]=3)=[N:12][N:13]=2)[C:9]2[CH:24]=[CH:25][CH:26]=[CH:27][C:8]1=2)([CH3:3])[CH3:2].[C:35]([O:39][C:40]([N:42]1[C:50]2[C:45](=[CH:46][CH:47]=[CH:48][CH:49]=2)[C:44]([CH2:51]Br)=[N:43]1)=[O:41])([CH3:38])([CH3:37])[CH3:36]>>[C:35]([O:39][C:40]([N:42]1[C:50]2[C:45](=[CH:46][CH:47]=[CH:48][CH:49]=2)[C:44]([CH2:51][CH:15]2[C:14]3[N:10]([C:11]([C:18]4[CH:23]=[CH:22][CH:21]=[CH:20][CH:19]=4)=[N:12][N:13]=3)[C:9]3[CH:24]=[CH:25][CH:26]=[CH:27][C:8]=3[N:7]([CH2:6][C:5](=[O:28])[N:4]([CH:1]([CH3:3])[CH3:2])[C:29]3[CH:34]=[CH:33][CH:32]=[CH:31][CH:30]=3)[C:16]2=[O:17])=[N:43]1)=[O:41])([CH3:38])([CH3:37])[CH3:36]. Procedure: Following the procedure described for Example 3(A), Step A, N-isopropyl-2-(5-oxo-1-phenyl-4,5-dihydro-2,3,6,10b-tetraaza-benzo[e]azulen-6-yl)-N-phenyl-acetamide (Preparation 7(A)) (411.7 mg, 0.9118 mmol) was alkylated with 3-bromomethyl-indazole-1-carboxylic acid tert-butyl ester (309 mg, 0.993 mmol). Purification by medium pressure chromatography eluting with a solvent gradient (EtOAc to 5% MeOH in EtOAc) provided 391.9 mg of 3-{6-[(isopropyl-phenyl-carbamoyl)-methyl]-5-oxo-1-phenyl-5,6-dihydro... The reactants are CCCc1nc(NS(=O)(=O)c2ccc(C(C)(C)C)cc2)c(-c2ccc(C)cc2)c(OCCOc2ncc(Br)cn2)n1, CCOC(C)=O, [F-], [K+], C1COCCO1, CCCC[Sn](CCCC)(CCCC)c1cccs1. The product is CCCc1nc(NS(=O)(=O)c2ccc(C(C)(C)C)cc2)c(-c2ccc(C)cc2)c(OCCOc2ncc(-c3cccs3)cn2)n1. Reaction SMILES: [C:1]([CH3:2])([CH3:3])([CH3:4])[c:5]1[cH:6][cH:7][c:8]([S:11](=[O:12])(=[O:13])[NH:14][c:15]2[n:16][c:17]([CH2:39][CH2:40][CH3:41])[n:18][c:19]([O:28][CH2:29][CH2:30][O:31][c:32]3[n:33][cH:34][c:35]([Br:38])[cH:36][n:37]3)[c:20]2-[c:21]2[cH:22][cH:23][c:24]([CH3:27])[cH:25][cH:26]2)[cH:9][cH:10]1.[CH3:68][CH2:69][O:70][C:71](=[O:72])[CH3:73].[F-:66].[K+:67].[O:60]1[CH2:61][CH2:62][O:63][CH2:64][CH2:65]1.[s:42]1[c:43]([Sn:47]([CH2:48][CH2:49][CH2:50][CH3:51])([CH2:52][CH2:53][CH2:54][CH3:55])[CH2:56][CH2:57][CH2:58][CH3:59])[cH:44][cH:45][cH:46]1>>[C:1]([CH3:2])([CH3:3])([CH3:4])[c:5]1[cH:6][cH:7][c:8]([S:11](=[O:12])(=[O:13])[NH:14][c:15]2[n:16][c:17]([CH2:39][CH2:40][CH3:41])[n:18][c:19]([O:28][CH2:29][CH2:30][O:31][c:32]3[n:33][cH:34][c:35](-[c:43]4[s:42][cH:46][cH:45][cH:44]4)[cH:36][n:37]3)[c:20]2-[c:21]2[cH:22][cH:23][c:24]([CH3:27])[cH:25][cH:26]2)[cH:9][cH:10]1. Reactants: CC1=C(N=C(O1)C1=CC=CC=C1)CCOC1=CC=C(C#N)C=C1 (4-[2-(5-methyl-2-phenyl-4-oxazolyl)ethoxy]benzonitrile), C(=O)O (formic acid). Reagents/catalysts: [Ni] (Raney nickel). The product is CC1=C(N=C(O1)C1=CC=CC=C1)CCOC1=CC=C(C=O)C=C1 (4-[2-(5-methyl-2-phenyl-4-oxazolyl)ethoxy]benzaldehyde). Yield: 78.5%. As a reaction SMILES: [CH3:1][C:2]1[O:6][C:5]([C:7]2[CH:12]=[CH:11][CH:10]=[CH:9][CH:8]=2)=[N:4][C:3]=1[CH2:13][CH2:14][O:15][C:16]1[CH:23]=[CH:22][C:19]([C:20]#N)=[CH:18][CH:17]=1.C(O)=[O:25]>[Ni]>[CH3:1][C:2]1[O:6][C:5]([C:7]2[CH:12]=[CH:11][CH:10]=[CH:9][CH:8]=2)=[N:4][C:3]=1[CH2:13][CH2:14][O:15][C:16]1[CH:23]=[CH:22][C:19]([CH:20]=[O:25])=[CH:18][CH:17]=1. Procedure details: A mixture of 4-[2-(5-methyl-2-phenyl-4-oxazolyl)ethoxy]benzonitrile (6.5 g), Raney nickel alloy (6.5 g) and 70% formic acid (100 ml) was heated under reflux for 2 hours. The insoluble matter was filtered off, and the filtrate was concentrated under reduced pressure. Water was added to the residue, and the mixture was extracted with ethyl acetate. The ethyl acetate layer was washed with water, dried (MgSO4) and concentrated. The remaining oily material was chromatographed on a column of silica ge... Reactants: [H-].[H-].[H-].[H-].[Li+].[Al+3] (LiAlH4), [N+](=O)([O-])C=CC1=CC=C(OC2=NC=C(C=C2)C(F)(F)F)C=C1 (2-[4-(2-nitro-vinyl)-phenoxy]-5-trifluoromethyl-pyridine). The solvent is O1CCCC1 (tetrahydrofurane), O1CCCC1 (tetrahydrofurane). Reaction conditions: time 2 hour. Yields the product FC(C=1C=CC(=NC1)OC1=CC=C(C=C1)CCN)(F)F (2-[4-[5-trifluoromethyl-pyridin-2-yloxy)phenyl]-ethylamine), 2-[4-[5-trifluoromethyl-pyridin-2-yloxy)phenyl]-ethylamine s. Isolated yield 36.2%. As a reaction SMILES: [H-].[H-].[H-].[H-].[Li+].[Al+3].[N+:7]([CH:10]=[CH:11][C:12]1[CH:28]=[CH:27][C:15]([O:16][C:17]2[CH:22]=[CH:21][C:20]([C:23]([F:26])([F:25])[F:24])=[CH:19][N:18]=2)=[CH:14][CH:13]=1)([O-])=O>O1CCCC1>[F:25][C:23]([F:24])([F:26])[C:20]1[CH:21]=[CH:22][C:17]([O:16][C:15]2[CH:27]=[CH:28][C:12]([CH2:11][CH2:10][NH2:7])=[CH:13][CH:14]=2)=[N:18][CH:19]=1 |f:0.1.2.3.4.5|. Procedure: Entire reaction was performed under argon atmosphere using syringe septa technique. To a stirred suspension of LiAlH4 (3.062 mmol, 2.5 eq) in dry tetrahydrofurane (20 ml) was added 2-[4-(2-nitro-vinyl)-phenoxy]-5-trifluoromethyl-pyridine (1.225 mmol, 1 eq) dissolved in dry tetrahydrofurane (10 ml) dropwise. Reaction mixture was stirred at rt for 2 h. Reaction mixture was quenched with 0.5 ml water. Celite and NaOH (3 ml, 5 N) were added and the mixture was filtered through Celite, rinsing the fi... The reactants are stannous chloride dihydrate, COC(C(=CC1=CNC2=CC(=CC=C12)Cl)[N+](=O)[O-])=O (alpha-nitro-6-chloro-3-indoleacrylic acid methylester), Cl (hydrochloric acid), Cl (hydrogen chloride), CO (methyl alcohol). The solvent is CCOCC (ether). Conditions: time 90 minute. The product is Cl.COC(C(=CC1=CNC2=CC(=CC=C12)Cl)N)=O (Alpha-amino-6-chloro-3-indoleacrylic acid methylester hydrochloride). The yield is 180.1%. As a reaction SMILES: Cl.CO.[CH3:4][O:5][C:6](=[O:22])[C:7]([N+:19]([O-])=O)=[CH:8][C:9]1[C:17]2[C:12](=[CH:13][C:14]([Cl:18])=[CH:15][CH:16]=2)[NH:11][CH:10]=1>CCOCC>[ClH:18].[CH3:4][O:5][C:6](=[O:22])[C:7]([NH2:19])=[CH:8][C:9]1[C:17]2[C:12](=[CH:13][C:14]([Cl:18])=[CH:15][CH:16]=2)[NH:11][CH:10]=1 |f:4.5|. Procedure: A 3-1. three-necked flask, equipped with a thermometer and a mechanical stirrer was charged with 316 g (1.4 moles) of stannous chloride dihydrate and a solution of 111 g (3 moles) of dry hydrogen chloride gas in 1 l. of methyl alcohol. The colorless solution was stirred and cooled to -30° in a dry ice-acetone bath. 112.3 g (0.40 moles) of alpha-nitro-6-chloro-3-indoleacrylic acid methylester was added in 4 equal portions over 1 hour, maintaining the temperature between -25° and -20°. After the a...